From a dataset of the Open Reaction Database (ORD), a public repository of structured organic reaction records. describe an organic reaction: reactants, conditions, products, and yield The reactants are powder, CC1=NNC=C1 (3-methylpyrazole), C[Si](C)(C)[N-][Si](C)(C)C.[Na+] (NaHMDS), C([O-])([O-])=O.[Cs+].[Cs+] (cesium carbonate), oil, [OH-].[K+] (KOH), O (water), methyl 2-chloro-5-iodonicotonate, CC=1C=NC=C(C1)B(O)O (3-methyl-5-pyridylboronic acid), PdCl2dppf, Cl (HCl). Run in O1CCOCC1 (dioxane), C1CCOC1 (THF), CO (MeOH), CN(C=O)C (dimethylformamide), CO (MeOH), C(C)OCC (diethylether). Run at temperature 25 celsius, time 4 hour. The product is CC=1C=C(C=NC1)C=1C=NC(=C(C1)C(=O)O)N1N=C(C=C1)C (5′-methyl-6-(3-methyl-1H-pyrazol-1-yl)-3,3′-bipyridine-5-carboxylic acid). As a reaction SMILES: [CH3:1][C:2]1[CH:3]=[N:4][CH:5]=[C:6](B(O)O)[CH:7]=1.[C:11](=[O:14])([O-])[O-:12].[Cs+].[Cs+].O.[CH3:18][C:19]1[CH:23]=[CH:22][NH:21][N:20]=1.C[Si]([N-][Si](C)(C)C)(C)C.[Na+].[OH-].[K+].Cl>CN(C)C=O.O1CCOCC1.C1COCC1.CO.C(OCC)C>[CH3:1][C:2]1[CH:7]=[C:6]([C:2]2[CH:3]=[N:4][C:5]([N:21]3[CH:22]=[CH:23][C:19]([CH3:18])=[N:20]3)=[C:6]([C:11]([OH:12])=[O:14])[CH:7]=2)[CH:5]=[N:4][CH:3]=1 |f:1.2.3,6.7,8.9|. Procedure details: To a solution of methyl 2-chloro-5-iodonicotonate (5-1, 10.85 g, 36.5 mmol) in dimethylformamide (150 mL) at 25° C. was added 3-methyl-5-pyridylboronic acid (5.0 g, 36.5 mmol), PdCl2dppf (2.67 g, 3.65 mmol) followed by cesium carbonate (41.6 g, 128 mmol) and water (6.57 mL, 365 mmol) and the system was stirred for 4 h at 25° C. The system was partitioned between water and EtOAc, and dried over magnesium sulfate. Filtration and concentration yielded a brown oil which upon purification via normal ... Starting materials: CCO, CC(=O)OC(C)=O, Cc1ccccc1, Cc1ccnc(-c2ccc(Cl)cc2Cl)c1[N+](=O)[O-], Cl, [Fe], O. The product is CC(=O)Nc1c(C)ccnc1-c1ccc(Cl)cc1Cl. Reaction SMILES: [CH3:19][CH2:20][OH:21].[CH3:23][C:24]([O:25][C:26](=[O:27])[CH3:28])=[O:29].[CH3:31][c:32]1[cH:33][cH:34][cH:35][cH:36][cH:37]1.[Cl:1][c:2]1[c:3](-[c:9]2[n:10][cH:11][cH:12][c:13]([CH3:18])[c:14]2[N+:15]([O-:16])=[O:17])[cH:4][cH:5][c:6]([Cl:8])[cH:7]1.[ClH:22].[Fe:30].[OH2:38]>>[Cl:1][c:2]1[c:3](-[c:9]2[n:10][cH:11][cH:12][c:13]([CH3:18])[c:14]2[NH:15][C:20]([CH3:19])=[O:21])[cH:4][cH:5][c:6]([Cl:8])[cH:7]1. The reactants are CCOC(=O)CC(=O)Nc1ccc(-c2ccccc2)cc1, C1CCOC1, CO, [Li+], [OH-], O, O. The product is O=C(O)CC(=O)Nc1ccc(-c2ccccc2)cc1. As a reaction SMILES: [CH2:1]([CH3:2])[O:3][C:4]([CH2:5][C:6](=[O:7])[NH:8][c:9]1[cH:10][cH:11][c:12](-[c:15]2[cH:16][cH:17][cH:18][cH:19][cH:20]2)[cH:13][cH:14]1)=[O:21].[CH2:22]1[O:23][CH2:24][CH2:25][CH2:26]1.[CH3:31][OH:32].[Li+:29].[OH-:28].[OH2:27].[OH2:30]>>[O:3]=[C:4]([CH2:5][C:6](=[O:7])[NH:8][c:9]1[cH:10][cH:11][c:12](-[c:15]2[cH:16][cH:17][cH:18][cH:19][cH:20]2)[cH:13][cH:14]1)[OH:21]. The reactants are C#Cc1cccc(CC2CCc3[nH]c(C(=O)OC)cc32)c1, C1CCOC1, CO, [Li+], [OH-]. Product: C#Cc1cccc(CC2CCc3[nH]c(C(=O)O)cc32)c1. As a reaction SMILES: [C:1](#[CH:2])[c:3]1[cH:4][c:5]([CH2:6][CH:7]2[CH2:8][CH2:9][c:10]3[nH:11][c:12]([C:15](=[O:16])[O:17][CH3:18])[cH:13][c:14]32)[cH:19][cH:20][cH:21]1.[CH2:26]1[O:27][CH2:28][CH2:29][CH2:30]1.[CH3:24][OH:25].[Li+:22].[OH-:23]>>[C:1](#[CH:2])[c:3]1[cH:4][c:5]([CH2:6][CH:7]2[CH2:8][CH2:9][c:10]3[nH:11][c:12]([C:15](=[O:16])[OH:17])[cH:13][c:14]32)[cH:19][cH:20][cH:21]1. Reactants: O (water), ICl (iodine monochloride), FC1=CC=C(C=C1)C1=NN2C(CCCC2)=C1 (2-(4-fluorophenyl)-4,5,6,7-tetrahydropyrazolo[1,5-a]pyridine). The solvent is ClCCl (dichloromethane), ClCCl (dichloromethane). Reaction conditions: time 12 hour. Product: FC1=CC=C(C=C1)C1=NN2C(CCCC2)=C1I (2-(4-Fluorophenyl)-3-iodo-4,5,6,7-tetrahydropyrazolo[1,5-a]pyridine). Reaction SMILES: [I:1]Cl.[F:3][C:4]1[CH:9]=[CH:8][C:7]([C:10]2[CH:18]=[C:13]3[CH2:14][CH2:15][CH2:16][CH2:17][N:12]3[N:11]=2)=[CH:6][CH:5]=1.O>ClCCl>[F:3][C:4]1[CH:5]=[CH:6][C:7]([C:10]2[C:18]([I:1])=[C:13]3[CH2:14][CH2:15][CH2:16][CH2:17][N:12]3[N:11]=2)=[CH:8][CH:9]=1. Procedure details: A solution of 2.20 g (13.5 mmol) of iodine monochloride in 5 ml of dichloromethane is added dropwise to a solution of 2.66 g (12.3 mmol) of 2-(4-fluorophenyl)-4,5,6,7-tetrahydropyrazolo[1,5-a]pyridine in 50 ml of dichloromethane, and the mixture is stirred for 12 h. 100 ml of water are added, and the reaction mixture is extracted with 3×50 ml of dichloromethane. The combined organic phases are dried over MgSO4 and freed from the solvent under reduced pressure. This gives 4.40 g (98%) of the desi...